Dataset: the Open Reaction Database (ORD), a public repository of structured organic reaction records. Task: describe an organic reaction: reactants, conditions, products, and yield Reactants: Cc1cnc(N2CCN(C(=O)c3ccc(Br)cc3S(C)(=O)=O)CC2)c(C)c1, CC(C)C1NC(=O)OC1(C)C. Product: Cc1cnc(N2CCN(C(=O)c3ccc(N4C(=O)OC(C)(C)C4C(C)C)cc3S(C)(=O)=O)CC2)c(C)c1. RXN SMILES: [Br:1][c:2]1[cH:3][c:4]([S:24](=[O:25])(=[O:26])[CH3:27])[c:5]([C:8](=[O:9])[N:10]2[CH2:11][CH2:12][N:13]([c:16]3[n:17][cH:18][c:19]([CH3:23])[cH:20][c:21]3[CH3:22])[CH2:14][CH2:15]2)[cH:6][cH:7]1.[CH:28]([CH3:29])([CH3:30])[CH:31]1[NH:32][C:33](=[O:38])[O:34][C:35]1([CH3:36])[CH3:37]>>[c:2]1([N:32]2[CH:31]([CH:28]([CH3:29])[CH3:30])[C:35]([CH3:36])([CH3:37])[O:34][C:33]2=[O:38])[cH:3][c:4]([S:24](=[O:25])(=[O:26])[CH3:27])[c:5]([C:8](=[O:9])[N:10]2[CH2:11][CH2:12][N:13]([c:16]3[n:17][cH:18][c:19]([CH3:23])[cH:20][c:21]3[CH3:22])[CH2:14][CH2:15]2)[cH:6][cH:7]1.